From a dataset of the Open Reaction Database (ORD), a public repository of structured organic reaction records. describe an organic reaction: reactants, conditions, products, and yield The reactants are BrCCOCCBr, O=C([O-])[O-], CC#N, [K+], [K+], CCN(C)CCCOc1ccc(C2(CN)CCOCC2)cc1. The product is CCN(C)CCCOc1ccc(C2(CN3CCOCC3)CCOCC2)cc1. As a reaction SMILES: [Br:23][CH2:24][CH2:25][O:26][CH2:27][CH2:28][Br:29].[C:30](=[O:31])([O-:32])[O-:33].[CH3:36][C:37]#[N:38].[K+:34].[K+:35].[NH2:1][CH2:2][C:3]1([c:9]2[cH:10][cH:11][c:12]([O:13][CH2:14][CH2:15][CH2:16][N:17]([CH3:18])[CH2:19][CH3:20])[cH:21][cH:22]2)[CH2:4][CH2:5][O:6][CH2:7][CH2:8]1>>[N:1]1([CH2:2][C:3]2([c:9]3[cH:10][cH:11][c:12]([O:13][CH2:14][CH2:15][CH2:16][N:17]([CH3:18])[CH2:19][CH3:20])[cH:21][cH:22]3)[CH2:4][CH2:5][O:6][CH2:7][CH2:8]2)[CH2:24][CH2:25][O:26][CH2:27][CH2:28]1.